Dataset: the Open Reaction Database (ORD), a public repository of structured organic reaction records. Task: describe an organic reaction: reactants, conditions, products, and yield Starting materials: O=C([O-])O, CNCc1ccccn1, CC(=O)NCC1CN(c2ccc(-n3cnc(C(=O)On4nnc5ccccc54)c3)c(F)c2)C(=O)O1, [Na+], CN(C)C=O. The product is CC(=O)NCC1CN(c2ccc(-n3cnc(C(=O)N(C)Cc4ccccn4)c3)c(F)c2)C(=O)O1. Reaction SMILES: [C:50](=[O:51])([OH:52])[O-:53].[CH3:36][NH:37][CH2:38][c:39]1[n:40][cH:41][cH:42][cH:43][cH:44]1.[F:1][c:2]1[cH:3][c:4]([N:25]2[C:26](=[O:35])[O:27][CH:28]([CH2:30][NH:31][C:32]([CH3:33])=[O:34])[CH2:29]2)[cH:5][cH:6][c:7]1-[n:8]1[cH:9][n:10][c:11]([C:13]([O:15][n:14]2[c:16]3[cH:17][cH:18][cH:19][cH:20][c:21]3[n:22][n:23]2)=[O:24])[cH:12]1.[Na+:54].[O:45]=[CH:46][N:47]([CH3:48])[CH3:49]>>[F:1][c:2]1[cH:3][c:4]([N:25]2[C:26](=[O:35])[O:27][CH:28]([CH2:30][NH:31][C:32]([CH3:33])=[O:34])[CH2:29]2)[cH:5][cH:6][c:7]1-[n:8]1[cH:9][n:10][c:11]([C:13](=[O:15])[N:37]([CH3:36])[CH2:38][c:39]2[n:40][cH:41][cH:42][cH:43][cH:44]2)[cH:12]1.